The task is: describe an organic reaction: reactants, conditions, products, and yield. This data is from the Open Reaction Database (ORD), a public repository of structured organic reaction records. Reactants: N#Cc1cccc(CN)c1, CC(=O)O, N. The product is N#Cc1cccc(C=O)c1. Reaction SMILES: [C:1](#[N:2])[c:3]1[cH:4][c:5]([CH2:6][NH2:7])[cH:8][cH:9][cH:10]1.[CH3:12][C:13]([OH:14])=[O:15].[NH3:11]>>[C:1](#[N:2])[c:3]1[cH:4][c:5]([CH:6]=[O:14])[cH:8][cH:9][cH:10]1. The reactants are CC(C)(C)OC(=O)N1CCC(CC(Cl)c2nc3cnccc3o2)CC1, [I-], [Na+], c1ccncc1. The product is CC(C)(C)OC(=O)N1CCC(C=Cc2nc3cnccc3o2)CC1. RXN SMILES: [C:3]([CH3:4])([CH3:5])([CH3:6])[O:7][C:8](=[O:9])[N:10]1[CH2:11][CH2:12][CH:13]([CH2:16][CH:17]([c:18]2[o:19][c:20]3[c:21]([cH:22][n:23][cH:24][cH:25]3)[n:26]2)[Cl:27])[CH2:14][CH2:15]1.[I-:1].[Na+:2].[cH:28]1[cH:29][cH:30][n:31][cH:32][cH:33]1>>[C:3]([CH3:4])([CH3:5])([CH3:6])[O:7][C:8](=[O:9])[N:10]1[CH2:11][CH2:12][CH:13]([CH:16]=[CH:17][c:18]2[o:19][c:20]3[c:21]([cH:22][n:23][cH:24][cH:25]3)[n:26]2)[CH2:14][CH2:15]1. The reactants are CC(C)(C)O, Cc1ccc(-c2nn[nH]n2)cc1, CCOC(C)=O, O=C(O)C(F)(F)F, O=S(=O)(O)O. Yields the product Cc1ccc(-c2nnn(C(C)(C)C)n2)cc1. As a reaction SMILES: [C:13]([CH3:14])([CH3:15])([CH3:16])[OH:17].[CH3:1][c:2]1[cH:3][cH:4][c:5](-[c:8]2[n:9][n:10][nH:11][n:12]2)[cH:6][cH:7]1.[CH3:30][CH2:31][O:32][C:33](=[O:34])[CH3:35].[OH:23][C:24]([C:25]([F:26])([F:27])[F:28])=[O:29].[S:18](=[O:19])(=[O:20])([OH:21])[OH:22]>>[CH3:1][c:2]1[cH:3][cH:4][c:5](-[c:8]2[n:9][n:10]([C:13]([CH3:14])([CH3:15])[CH3:16])[n:11][n:12]2)[cH:6][cH:7]1. The reactants are CC12S[C@H]3N(C1(C(=O)OCC(Cl)(Cl)Cl)C2)C(C3NC(CC=3SC=CC3)=O)=O (2,2,2-trichloroethyl 2-methyl-2,3-methylene-6-{2-(2-thienyl)acetamido}penam-3-carboxylate), [Br-].[Al+3].[Br-].[Br-] (aluminum bromide). The solvent is ClCCl (dichloromethane), ClCCl (dichloromethane). Run at time 4 hour. Product: CC1S[C@H]2N(C(=C1)C(=O)OCC(Cl)(Cl)Cl)C(C2NC(CC=2SC=CC2)=O)=O (2,2,2-trichloroethyl 2-methyl-7-{2-(2-thienyl)acetamido}-3-cephem-4-carboxylate). Yield: 83.9%. As a reaction SMILES: [CH3:1][C:2]12[CH2:15][C:6]1([C:7]([O:9][CH2:10][C:11]([Cl:14])([Cl:13])[Cl:12])=[O:8])[N:5]1[C:16](=[O:27])[CH:17]([NH:18][C:19](=[O:26])[CH2:20][C:21]3[S:22][CH:23]=[CH:24][CH:25]=3)[C@H:4]1[S:3]2.[Br-].[Al+3].[Br-].[Br-]>ClCCl>[CH3:1][CH:2]1[CH:15]=[C:6]([C:7]([O:9][CH2:10][C:11]([Cl:12])([Cl:14])[Cl:13])=[O:8])[N:5]2[C:16](=[O:27])[CH:17]([NH:18][C:19](=[O:26])[CH2:20][C:21]3[S:22][CH:23]=[CH:24][CH:25]=3)[C@H:4]2[S:3]1 |f:1.2.3.4|. Procedure details: A solution of 2,2,2-trichloroethyl 2-methyl-2,3-methylene-6-{2-(2-thienyl)acetamido}penam-3-carboxylate (1.74 g.) in dried dichloromethane (20 ml.) was dropwise added at -15° C. to a solution of aluminum bromide (2.14 g.) in dried dichloromethane (10 ml.) and the mixture was stirred for 4 hours at room temperature. After the reaction, the reaction mixture was washed in turn with 5% hydrochloric acid, water, 5% sodium bicarbonate aqueous solution and water and then dried. After the solvent was di... Reported procedure: Under a nitrogen flow, 533.2 g of crude 2-fluoro-5-(4-propoxyethoxyphenyl)benzaldehyde was dissolved in 894 ml of N,N-dimethylformamide and cooled to 10° C. or lower 1,8-Diazabicyclo[5.4.0]-7-undecene (450 g, 2.956 mol) was added while keeping the mixture at 0-10° C. After dropping ethyl 4-mercaptobutyrate (438 g, 2.956 mol) slowly, the mixture was heated to 20° C. and then stirred at 20-30° C. for 1 hour. At 20-30° C., 8940 ml of diethyl carbonate was added and subsequently a solution of 20% so... Run in C(C)O (ethanol), CN(C=O)C (N,N-dimethylformamide). Yields the product C(CC)OCCOC1=CC=C(C=C1)C=1C=CC2=C(C=C(CCS2)C(=O)OCC)C1 (ethyl 7-(4-propoxyethoxyphenyl)-2,3-dihydro-1-benzothiepine-4-carboxylate). The reactants are [O-]CC.[Na+] (sodium ethoxide), C1CCC2=NCCCN2CC1 (1,8-Diazabicyclo[5.4.0]-7-undecene), C(OCC)(OCC)=O (diethyl carbonate), FC1=C(C=O)C=C(C=C1)C1=CC=C(C=C1)OCCOCCC (2-fluoro-5-(4-propoxyethoxyphenyl)benzaldehyde), SCCCC(=O)OCC (ethyl 4-mercaptobutyrate), Cl (hydrochloric acid). Reaction conditions: temperature 10 celsius, time 1 hour. RXN SMILES: F[C:2]1[CH:9]=[CH:8][C:7]([C:10]2[CH:15]=[CH:14][C:13]([O:16][CH2:17][CH2:18][O:19][CH2:20][CH2:21][CH3:22])=[CH:12][CH:11]=2)=[CH:6][C:3]=1[CH:4]=O.C1CCN2C(=NCCC2)CC1.[SH:34][CH2:35][CH2:36][CH2:37][C:38]([O:40][CH2:41][CH3:42])=[O:39].C(=O)(OCC)OCC.[O-]CC.[Na+].Cl>CN(C)C=O.C(O)C>[CH2:20]([O:19][CH2:18][CH2:17][O:16][C:13]1[CH:14]=[CH:15][C:10]([C:7]2[CH:8]=[CH:9][C:2]3[S:34][CH2:35][CH2:36][C:37]([C:38]([O:40][CH2:41][CH3:42])=[O:39])=[CH:4][C:3]=3[CH:6]=2)=[CH:11][CH:12]=1)[CH2:21][CH3:22] |f:4.5|. Isolated yield 47.4%. Starting materials: C(C)(C)(C)OC(=O)NCC=1C=CC(=C(C1)CCC(C(=O)OCC)C(=O)OCC)[N+](=O)[O-] (ethyl 4-(5-tert-butoxycarbonylaminomethyl-2-nitrophenyl)-2-ethoxycarbonylbutanoate), [H][H] (hydrogen). The reagents and catalysts are [Pd] (palladium/charcoal). The solvent is C(C)(=O)OCC (ethyl acetate). Yields the product C(C)OC(=O)C(CCC1=C(N)C=CC(=C1)CNC(=O)OC(C)(C)C)C(=O)OCC (2-(3,3-Diethoxycarbonylpropyl)-4-tert-butoxycarbonylaminomethylaniline). The yield is 93.9%. As a reaction SMILES: [C:1]([O:5][C:6]([NH:8][CH2:9][C:10]1[CH:11]=[CH:12][C:13]([N+:29]([O-])=O)=[C:14]([CH2:16][CH2:17][CH:18]([C:24]([O:26][CH2:27][CH3:28])=[O:25])[C:19]([O:21][CH2:22][CH3:23])=[O:20])[CH:15]=1)=[O:7])([CH3:4])([CH3:3])[CH3:2].[H][H]>C(OCC)(=O)C.[Pd]>[CH2:27]([O:26][C:24]([CH:18]([C:19]([O:21][CH2:22][CH3:23])=[O:20])[CH2:17][CH2:16][C:14]1[CH:15]=[C:10]([CH2:9][NH:8][C:6]([O:5][C:1]([CH3:4])([CH3:3])[CH3:2])=[O:7])[CH:11]=[CH:12][C:13]=1[NH2:29])=[O:25])[CH3:28]. Procedure: A solution of ethyl 4-(5-tert-butoxycarbonylaminomethyl-2-nitrophenyl)-2-ethoxycarbonylbutanoate (3.2 g, 7.3 mmol) in ethyl acetate (30 mL) was hydrogenated over palladium/charcoal (500 mg) under atmospheric pressure of hydrogen at room temperature for 2.5 h. The mixture was passed through celite and the filtrate was concentrated to give 2.8 g of the title compound (94%). Reactants: CC(C)(C)[Si](C)(C)OCCI, CN(C)C=O, [H-], [Na+], C1CCOC1, CCOC(=O)N1CCC(Nc2nc3ccccc3[nH]2)CC1. Product: CCOC(=O)N1CCC(Nc2nc3ccccc3n2CCO[Si](C)(C)C(C)(C)C)CC1. As a reaction SMILES: [C:29]([CH3:30])([CH3:31])([CH3:32])[Si:33]([O:34][CH2:35][CH2:36][I:37])([CH3:38])[CH3:39].[CH3:22][N:23]([CH3:24])[CH:25]=[O:26].[H-:27].[Na+:28].[O:40]1[CH2:41][CH2:42][CH2:43][CH2:44]1.[nH:1]1[c:2]([NH:10][CH:11]2[CH2:12][CH2:13][N:14]([C:17](=[O:18])[O:19][CH2:20][CH3:21])[CH2:15][CH2:16]2)[n:3][c:4]2[c:5]1[cH:6][cH:7][cH:8][cH:9]2>>[n:1]1([CH2:36][CH2:35][O:34][Si:33]([C:29]([CH3:30])([CH3:31])[CH3:32])([CH3:38])[CH3:39])[c:2]([NH:10][CH:11]2[CH2:12][CH2:13][N:14]([C:17](=[O:18])[O:19][CH2:20][CH3:21])[CH2:15][CH2:16]2)[n:3][c:4]2[c:5]1[cH:6][cH:7][cH:8][cH:9]2. Reactants: C(C)(C)(C)OC(N[C@@H]1CC[C@H](CC1)CCN1CCC(CC1)OC1=CC=C(C=C1)F)=O (trans-(4-{2-[4-(4-fluoro-phenoxy)-piperidin-1-yl]-ethyl}-cyclohexyl)-carbamic acid tert-butyl ester), FC(C(=O)O)(F)F (trifluoroacetic acid), C(=O)(O)[O-].[Na+] (NaHCO3). Solvent: ClCCl (dichloromethane). Conditions: time 8 hour. Yields the product FC(C(=O)O)(F)F.FC1=CC=C(OC2CCN(CC2)CC[C@@H]2CC[C@H](CC2)N)C=C1 (trans-4-{2-[4-(4-Fluoro-Phenoxy)-piperidin-1-yl]-ethyl}-cyclohexylamine trifluoroacetate). Yield: 100.0%. Reaction SMILES: C(OC(=O)[NH:7][C@H:8]1[CH2:13][CH2:12][C@H:11]([CH2:14][CH2:15][N:16]2[CH2:21][CH2:20][CH:19]([O:22][C:23]3[CH:28]=[CH:27][C:26]([F:29])=[CH:25][CH:24]=3)[CH2:18][CH2:17]2)[CH2:10][CH2:9]1)(C)(C)C.[F:31][C:32]([F:37])([F:36])[C:33]([OH:35])=[O:34].C([O-])(O)=O.[Na+]>ClCCl>[F:31][C:32]([F:37])([F:36])[C:33]([OH:35])=[O:34].[F:29][C:26]1[CH:25]=[CH:24][C:23]([O:22][CH:19]2[CH2:20][CH2:21][N:16]([CH2:15][CH2:14][C@H:11]3[CH2:12][CH2:13][C@H:8]([NH2:7])[CH2:9][CH2:10]3)[CH2:17][CH2:18]2)=[CH:28][CH:27]=1 |f:2.3,5.6|. Procedure: 0.155 g (0.368 mmol) of trans-(4-{2-[4-(4-fluoro-phenoxy)-piperidin-1-yl]-ethyl}-cyclohexyl)-carbamic acid tert-butyl ester was solved in dichloromethane (2 mL) and trifluoroacetic acid was added at 0° C. (0.230 mL, 3 mmol) and the mixture was stirred at room temperature overnight. NaHCO3 was slowly added until pH 9 and the mixture extracted 3 times with dichloromethane and ethyl acetate. The solvent was evaporated to yield 0.160 g (0.368 mmol, 100%) of a white solid that was used without purifi...